This data is from the Open Reaction Database (ORD), a public repository of structured organic reaction records. The task is: describe an organic reaction: reactants, conditions, products, and yield Starting materials: O (water), FC(C1=C(C=CC=C1)C1=CC=C(C=O)O1)(F)F (5-(2-trifluoromethylphenyl)furfural), OC1=NC(=NC(=C1)O)S (4,6-dihydroxy-2-mercaptopyrimidine), N1CCCCC1 (piperidine). Run in C(C)O (ethanol). Run at temperature 80 celsius. Product: FC(C1=C(C=CC=C1)C1=CC=C(O1)C=C1C(NC(NC1=O)=S)=O)(F)F (5-(5-(2-Trifluoromethylphenyl)furan-2-ylmethylene)-2-thioxodihydropyrimidine-4,6-dione). The yield is 55.7%. RXN SMILES: [F:1][C:2]([F:17])([F:16])[C:3]1[CH:8]=[CH:7][CH:6]=[CH:5][C:4]=1[C:9]1[O:15][C:12]([CH:13]=O)=[CH:11][CH:10]=1.[OH:18][C:19]1[CH:24]=[C:23]([OH:25])[N:22]=[C:21]([SH:26])[N:20]=1.N1CCCCC1.O>C(O)C>[F:17][C:2]([F:1])([F:16])[C:3]1[CH:8]=[CH:7][CH:6]=[CH:5][C:4]=1[C:9]1[O:15][C:12]([CH:13]=[C:24]2[C:23](=[O:25])[NH:22][C:21](=[S:26])[NH:20][C:19]2=[O:18])=[CH:11][CH:10]=1. Procedure details: A suspension of 0.242 g (1 mmol) of 5-(2-trifluoromethylphenyl)furfural, 0.144 g (1 mmol) of 4,6-dihydroxy-2-mercaptopyrimidine, and a drop of piperidine in 6 ml of ethanol was stirred with heating at 80° C. for 4 hours. Upon cooling, the orange suspension was poured into 50 ml of water and sonicated for 10 minutes. Filtration of the orange solvent and drying provided 0.204 g of the product as an orange powder. Reactants: Cc1ccc(S(=O)(=O)OCC2COc3ccc4c(c3O2)CCCO4)cc1, CCOC(C)=O, CS(C)=O, Fc1ccc2[nH]cc(C3=CCNCC3)c2c1. The product is Fc1ccc2[nH]cc(C3=CCN(CC4COc5ccc6c(c5O4)CCCO6)CC3)c2c1. RXN SMILES: [CH3:1][c:2]1[cH:3][cH:4][c:5]([S:6]([O:7][CH2:12][CH:13]2[CH2:14][O:15][c:16]3[c:17]([c:18]4[c:23]([cH:24][cH:25]3)[O:22][CH2:21][CH2:20][CH2:19]4)[O:26]2)(=[O:8])=[O:9])[cH:10][cH:11]1.[CH3:43][CH2:44][O:45][C:46](=[O:47])[CH3:48].[CH3:49][S:50]([CH3:51])=[O:52].[F:27][c:28]1[cH:29][c:30]2[c:31]([C:37]3=[CH:42][CH2:41][NH:40][CH2:39][CH2:38]3)[cH:32][nH:33][c:34]2[cH:35][cH:36]1>>[CH2:12]([CH:13]1[CH2:14][O:15][c:16]2[c:17]([c:18]3[c:23]([cH:24][cH:25]2)[O:22][CH2:21][CH2:20][CH2:19]3)[O:26]1)[N:40]1[CH2:39][CH2:38][C:37]([c:31]2[c:30]3[cH:29][c:28]([F:27])[cH:36][cH:35][c:34]3[nH:33][cH:32]2)=[CH:42][CH2:41]1.